From a dataset of the Open Reaction Database (ORD), a public repository of structured organic reaction records. describe an organic reaction: reactants, conditions, products, and yield The reactants are FC1=C(C(=O)NC=2C=CC3=C(CCCC=C3C3=CC=CC=C3)C2)C(=CC=C1)F (2,6-difluoro-N-(5-phenyl-8,9-dihydro-7H-benzocyclohepten-2-yl)-benzamide), NC=1C=CC2=C(CCCC(C2=O)C)C1 (2-amino-6-methyl-6,7,8,9-tetrahydro-benzocyclohepten-5-one), NC=1C=CC2=C(CCCCC2=O)C1 (2-amino-6,7,8,9-tetrahydro-benzocyclohepten-5-one). Product: FC1=C(C(=O)NC=2C=CC3=C(CCCC(=C3C3=CC=CC=C3)C)C2)C(=CC=C1)F (2,6-Difluoro-N-(5-phenyl-6-methyl-8,9-dihydro-7H-benzocyclohepten-2-yl)-benzamide). As a reaction SMILES: [F:1][C:2]1[CH:27]=[CH:26][CH:25]=[C:24]([F:28])[C:3]=1[C:4]([NH:6][C:7]1[CH:8]=[CH:9][C:10]2[C:16]([C:17]3[CH:22]=[CH:21][CH:20]=[CH:19][CH:18]=3)=[CH:15][CH2:14][CH2:13][CH2:12][C:11]=2[CH:23]=1)=[O:5].N[C:30]1C=CC2C(=O)C(C)CCCC=2C=1.NC1C=CC2C(=O)CCCCC=2C=1>>[F:1][C:2]1[CH:27]=[CH:26][CH:25]=[C:24]([F:28])[C:3]=1[C:4]([NH:6][C:7]1[CH:8]=[CH:9][C:10]2[C:16]([C:17]3[CH:22]=[CH:21][CH:20]=[CH:19][CH:18]=3)=[C:15]([CH3:30])[CH2:14][CH2:13][CH2:12][C:11]=2[CH:23]=1)=[O:5]. Reported procedure: Compound 7 was prepared by a method analogous to the method used to prepare Compound 6 except that 2-amino-6-methyl-6,7,8,9-tetrahydro-benzocyclohepten-5-one (see Allinger, J. Org. Chem. 1962, 27, 70-6) was used as the starting material instead of 2-amino-6,7,8,9-tetrahydro-benzocyclohepten-5-one (g). Reactants: CC1=C(C(NC(=C1)C1=C(C=CC=C1)OCCC)=O)C(=O)[O-] (1,2-dihydro-4-methyl-2-oxo-6-(2-propoxyphenyl)-pyridine-3-carboxylate), N (ammonia). The product is CC1=C(C(NC(=C1)C1=C(C=CC=C1)OCCC)=O)C(=O)N (1,2-Dihydro-4-methyl-2-oxo-6-(2-propoxyphenyl-)pyridine-3-carboxamide). RXN SMILES: [CH3:1][C:2]1[CH:7]=[C:6]([C:8]2[CH:13]=[CH:12][CH:11]=[CH:10][C:9]=2[O:14][CH2:15][CH2:16][CH3:17])[NH:5][C:4](=[O:18])[C:3]=1[C:19]([O-:21])=O.[NH3:22]>>[CH3:1][C:2]1[CH:7]=[C:6]([C:8]2[CH:13]=[CH:12][CH:11]=[CH:10][C:9]=2[O:14][CH2:15][CH2:16][CH3:17])[NH:5][C:4](=[O:18])[C:3]=1[C:19]([NH2:22])=[O:21]. Procedure details: 1,2-dihydro-4-methyl-2-oxo-6-(2-propoxyphenyl)-pyridine-3-carboxylate (0.53 g) and saturated methanolic ammonia (25 ml) was heated in a sealed vessel at 70°-85° C. for 34 hours. The residue after evaporation was triturated with methanol (10 ml) to give a solid, 0.28 g, m.p. 239°-242° C. Recrystallization from ethanol afforded the title compound, 0.18 g, m.p. 244°-246° C. Reactants: C(#N)[BH3-].[Na+] (sodium cyanoborohydride), C1(CC1)N (cyclopropylamine), C(CC)(=O)C1=CC=NC=C1 (4-propionyl-pyridine), C(C)(=O)O (acetic acid). Solvent: CO (methanol), CO (methanol). Reaction conditions: time 3 hour. Yields the product C1(CC1)NC(CC)C1=CC=NC=C1 (N-cyclopropyl-1-pyridin-4-yl-propylamine). Yield: 66.7%. Reaction SMILES: [CH:1]1([NH2:4])[CH2:3][CH2:2]1.C(O)(=O)C.[C:9]([C:13]1[CH:18]=[CH:17][N:16]=[CH:15][CH:14]=1)(=O)[CH2:10][CH3:11].C([BH3-])#N.[Na+]>CO>[CH:1]1([NH:4][CH:9]([C:13]2[CH:18]=[CH:17][N:16]=[CH:15][CH:14]=2)[CH2:10][CH3:11])[CH2:3][CH2:2]1 |f:3.4|. Procedure details: To a mixture of 8 g of molecular sieves and 8.4 g (148 mmol) of cyclopropylamine in 100 ml of methanol at 0° C., were successively added 11 ml of acetic acid and 10 g (74 mmol) of 4-propionyl-pyridine. The reaction mixture was stirred for 3 hrs at reflux and cooled to room temperature. A solution of 6.9 g (185 mmol) of sodium cyanoborohydride in 20 ml of methanol was added dropwise. The reaction mixture was stirred for 3 hrs at reflux, and cooled to room temperature. The reaction mixture was con... The reactants are C1(=CC=CC=C1)OC1=C(C=CC=C1[N+](=O)[O-])[N+](=O)[O-] (2,6-dinitrophenyl phenyl ether), [H][H] (hydrogen). Reagents/catalysts: [Pd] (palladium-on-charcoal). The solvent is C(C)O (ethanol). The product is C1(=CC=CC=C1)OC1=C(C=CC=C1N)N (2,6-diaminophenyl phenyl ether). As a reaction SMILES: [C:1]1([O:7][C:8]2[C:13]([N+:14]([O-])=O)=[CH:12][CH:11]=[CH:10][C:9]=2[N+:17]([O-])=O)[CH:6]=[CH:5][CH:4]=[CH:3][CH:2]=1.[H][H]>C(O)C.[Pd]>[C:1]1([O:7][C:8]2[C:13]([NH2:14])=[CH:12][CH:11]=[CH:10][C:9]=2[NH2:17])[CH:6]=[CH:5][CH:4]=[CH:3][CH:2]=1. Procedure: A suspension of 2,6-dinitrophenyl phenyl ether (6.5g.) in ethanol (100ml.) was shaken with hydrogen at room temperature and atmospheric pressure in the presence of palladium-on-charcoal (0.5g. of 5% w/w) as catalyst. When the theoretical amount of hydrogen (3.4 l.) had been absorbed, the mixture was filtered and the filtrate evaporated to dryness under reduced pressure. The solid residue (4.9g.) was crystallised from cyclohexane to give 2,6-diaminophenyl phenyl ether, m.p. 110°-111°C. Reactants: C(C)(=O)NCCC(C)(O)C1=C(C=CC=C1)C1=CC=CC=C1 (1-acetamido-3-p-biphenylylbutan-3-ol), C1(=CC=C(C=C1)S(=O)(=O)O)C (p-toluenesulfonic acid). Run in C1(=CC=CC=C1)C (toluene). Reaction conditions: time 2 hour. Yields the product C(C)(=O)NCC=C(C)C1=C(C=CC=C1)C1=CC=CC=C1 (1-Acetamido-3-p-biphenylyl-2-butene). Reaction SMILES: [C:1]([NH:4][CH2:5][CH2:6][C:7]([C:10]1[CH:15]=[CH:14][CH:13]=[CH:12][C:11]=1[C:16]1[CH:21]=[CH:20][CH:19]=[CH:18][CH:17]=1)(O)[CH3:8])(=[O:3])[CH3:2].C1(C)C=CC(S(O)(=O)=O)=CC=1>C1(C)C=CC=CC=1>[C:1]([NH:4][CH2:5][CH:6]=[C:7]([C:10]1[CH:15]=[CH:14][CH:13]=[CH:12][C:11]=1[C:16]1[CH:21]=[CH:20][CH:19]=[CH:18][CH:17]=1)[CH3:8])(=[O:3])[CH3:2]. Procedure: A mixture of 2.82 g of 1-acetamido-3-p-biphenylylbutan-3-ol, 0.1 g of p-toluenesulfonic acid and 70 ml of toluene is boiled for 2 hours under a water separator, 1-Acetamido-3-p-biphenylyl-2-butene is obtained after working up in the customary manner. Starting materials: OC1CN(C1)C(=O)OC(C)(C)C (tert-butyl 3-hydroxy-1-azetanecarboxylate), CS(=O)(=O)Cl (methanesulfonyl chloride), ice water. Solvent: N1=CC=CC=C1 (pyridine). Conditions: time 1 hour. Yields the product CS(=O)(=O)OC1CN(C1)C(=O)OC(C)(C)C (tert-butyl 3-[(methylsulfonyl)oxy]-1-azetanecarboxylate). Yield: 82.6%. Reaction SMILES: [OH:1][CH:2]1[CH2:5][N:4]([C:6]([O:8][C:9]([CH3:12])([CH3:11])[CH3:10])=[O:7])[CH2:3]1.[CH3:13][S:14](Cl)(=[O:16])=[O:15]>N1C=CC=CC=1>[CH3:13][S:14]([O:1][CH:2]1[CH2:3][N:4]([C:6]([O:8][C:9]([CH3:12])([CH3:11])[CH3:10])=[O:7])[CH2:5]1)(=[O:16])=[O:15]. Procedure details: To a solution of tert-butyl 3-hydroxy-1-azetanecarboxylate (4.0 g, 0.023 mol) in anhydrous pyridine (50 mL), methanesulfonyl chloride (5.3 g, 0.046 mol) was added at −20° C. under an atmosphere of nitrogen. The yellow heterogeneous mixture was stirred between −20° C. to −30° C. for one hour, then between 0° C. to −5° C. for two hours. The mixture was poured into ice water (50 mL). The water phase was extracted with ethyl acetate (2×50 mL). The combined organic extracts were washed with water (1×... The reactants are ClC1=C(C=NC=2N1N=CC2C(=O)OCC)C(=O)N2CCC1(CC2)COC2=C1C=C(C=C2)F (7-Chloro-3-ethoxycarbonyl-6-(5-fluoro-2H-spiro[benzofuran-3,4′-piperidine]-1′-ylcarbonyl)pyrazolo[1,5-a]pyrimidine), CC1=C(N)C=CC=C1 (2-methylaniline). Product: C(C)OC(=O)C=1C=NN2C1N=CC(=C2NC2=C(C=CC=C2)C)C(=O)N2CCC1(CC2)COC2=C1C=C(C=C2)F (3-Ethoxycarbonyl-6-(5-fluoro-2H-spiro[benzofuran-3,4′-piperidine]-1′-ylcarbonyl)-7-(2-methylphenylamino)pyrazolo[1,5-a]pyrimidine). The yield is 50.1%. As a reaction SMILES: Cl[C:2]1[N:7]2[N:8]=[CH:9][C:10]([C:11]([O:13][CH2:14][CH3:15])=[O:12])=[C:6]2[N:5]=[CH:4][C:3]=1[C:16]([N:18]1[CH2:23][CH2:22][C:21]2([C:27]3[CH:28]=[C:29]([F:32])[CH:30]=[CH:31][C:26]=3[O:25][CH2:24]2)[CH2:20][CH2:19]1)=[O:17].[CH3:33][C:34]1[CH:40]=[CH:39][CH:38]=[CH:37][C:35]=1[NH2:36]>>[CH2:14]([O:13][C:11]([C:10]1[CH:9]=[N:8][N:7]2[C:2]([NH:36][C:35]3[CH:37]=[CH:38][CH:39]=[CH:40][C:34]=3[CH3:33])=[C:3]([C:16]([N:18]3[CH2:23][CH2:22][C:21]4([C:27]5[CH:28]=[C:29]([F:32])[CH:30]=[CH:31][C:26]=5[O:25][CH2:24]4)[CH2:20][CH2:19]3)=[O:17])[CH:4]=[N:5][C:6]=12)=[O:12])[CH3:15]. Procedure details: In the same manner as in Example 19, step 5 and using 7-chloro-3-ethoxycarbonyl-6-(5-fluoro-2H-spiro[benzofuran-3,4′-piperidine]-1′-ylcarbonyl)pyrazolo[1,5-a]pyrimidine (0.260 g, 0.569 mmol) obtained in step 2 and 2-methylaniline (0.091 mL, 0.853 mmol), the title compound (0.151 g, 50%) was obtained. The reactants are C(=O)(OCC1=CC=CC=C1)N[C@@H](C(C)C)C(=O)O (N-carbobenzyloxy-L-valine), OCC[C@H](CN1C=2N=C(NC(C2N=C1)=O)N)COC(CCCCCCCCCCCCCCCCC)=O ((R)-9-[4-hydroxy-2-(stearoyloxymethyl)butyl]guanine), C1(CCCCC1)N=C=NC1CCCCC1 (dicyclohexylcarbodiimide). The reagents and catalysts are CN(C1=CC=NC=C1)C (4-dimethylaminopyridine). The solvent is C1CCOC1 (THF), C1CCOC1 (THF). Run at temperature 20 celsius. Product: C(C1=CC=CC=C1)OC(=O)N[C@@H](C(C)C)C(=O)OCC[C@H](CN1C=2N=C(NC(C2N=C1)=O)N)COC(CCCCCCCCCCCCCCCCC)=O ((R)-9-[4-(N-benzyloxycarbonyl-L-valyloxy)-2-(stearoyloxymethyl)butyl]guanine). Reaction SMILES: C1(N=C=NC2CCCCC2)CCCCC1.[C:16]([NH:26][C@H:27]([C:31]([OH:33])=[O:32])[CH:28]([CH3:30])[CH3:29])([O:18][CH2:19][C:20]1[CH:25]=[CH:24][CH:23]=[CH:22][CH:21]=1)=[O:17].O[CH2:35][CH2:36][C@@H:37]([CH2:50][O:51][C:52](=[O:70])[CH2:53][CH2:54][CH2:55][CH2:56][CH2:57][CH2:58][CH2:59][CH2:60][CH2:61][CH2:62][CH2:63][CH2:64][CH2:65][CH2:66][CH2:67][CH2:68][CH3:69])[CH2:38][N:39]1[CH:47]=[N:46][C:45]2[C:44](=[O:48])[NH:43][C:42]([NH2:49])=[N:41][C:40]1=2>C1COCC1.CN(C)C1C=CN=CC=1>[CH2:19]([O:18][C:16]([NH:26][C@H:27]([C:31]([O:33][CH2:35][CH2:36][C@@H:37]([CH2:50][O:51][C:52](=[O:70])[CH2:53][CH2:54][CH2:55][CH2:56][CH2:57][CH2:58][CH2:59][CH2:60][CH2:61][CH2:62][CH2:63][CH2:64][CH2:65][CH2:66][CH2:67][CH2:68][CH3:69])[CH2:38][N:39]1[CH:47]=[N:46][C:45]2[C:44](=[O:48])[NH:43][C:42]([NH2:49])=[N:41][C:40]1=2)=[O:32])[CH:28]([CH3:29])[CH3:30])=[O:17])[C:20]1[CH:25]=[CH:24][CH:23]=[CH:22][CH:21]=1. Reported procedure: A solution of dicyclohexylcarbodiimide (1500 g, 7.27 moles) in THF (7 L) was added to a reactor containing a mixture of N-carbobenzyloxy-L-valine (3630 g, 14.5 moles) in THF (20 L). The resulting mixture was stirred at 20±5° C. for 1–2 hours. The product of Example 30, step e) (2500 g, 4.81 moles) and 4-dimethylaminopyridine (59 g, 0.48 moles) were charged to a second reactor. To this second reactor was filtered the THF mixture from the first reactor, followed with a rinse of THF (15 L). The res... The reactants are O=C([O-])[O-], Cc1cc(Cl)ncc1[N+](=O)[O-], Oc1ccc(Cl)c(C(F)(F)F)c1, Cl, [K+], [K+], CN(C)C=O, O. Yields the product Cc1cc(Oc2ccc(Cl)c(C(F)(F)F)c2)ncc1[N+](=O)[O-]. Reaction SMILES: [C:24](=[O:25])([O-:26])[O-:27].[Cl:13][c:14]1[n:15][cH:16][c:17]([N+:21](=[O:22])[O-:23])[c:18]([CH3:20])[cH:19]1.[Cl:1][c:2]1[c:3]([C:9]([F:10])([F:11])[F:12])[cH:4][c:5]([OH:8])[cH:6][cH:7]1.[ClH:30].[K+:28].[K+:29].[O:32]=[CH:33][N:34]([CH3:35])[CH3:36].[OH2:31]>>[Cl:1][c:2]1[c:3]([C:9]([F:10])([F:11])[F:12])[cH:4][c:5]([O:8][c:14]2[n:15][cH:16][c:17]([N+:21](=[O:22])[O-:23])[c:18]([CH3:20])[cH:19]2)[cH:6][cH:7]1. The reactants are BrC1=CC=C(C=C1)CC#N (2-(4-bromophenyl)acetonitrile), CC1(OB(OC1(C)C)C1=CC=C2C=CC=NC2=C1)C (7-(4,4,5,5-tetramethyl-1,3,2-dioxaborolan-2-yl)quinoline), C([O-])([O-])=O.[K+].[K+] (potassium carbonate). The reagents and catalysts are C1=CC=C(C=C1)P([C-]2C=CC=C2)C3=CC=CC=C3.C1=CC=C(C=C1)P([C-]2C=CC=C2)C3=CC=CC=C3.Cl[Pd]Cl.[Fe+2].C(Cl)Cl (PdCl2(dppf) CH2Cl2). Solvent: O1CCOCC1 (1,4-dioxane). Product: N1=CC=CC2=CC=C(C=C12)C1=CC=C(C=C1)CC#N (2-(4-(quinolin-7-yl)phenyl)acetonitrile). Isolated yield 68.1%. As a reaction SMILES: Br[C:2]1[CH:7]=[CH:6][C:5]([CH2:8][C:9]#[N:10])=[CH:4][CH:3]=1.CC1(C)C(C)(C)OB([C:19]2[CH:28]=[C:27]3[C:22]([CH:23]=[CH:24][CH:25]=[N:26]3)=[CH:21][CH:20]=2)O1.C(=O)([O-])[O-].[K+].[K+]>O1CCOCC1.C1C=CC(P(C2C=CC=CC=2)[C-]2C=CC=C2)=CC=1.C1C=CC(P(C2C=CC=CC=2)[C-]2C=CC=C2)=CC=1.Cl[Pd]Cl.[Fe+2].C(Cl)Cl>[N:26]1[C:27]2[C:22](=[CH:21][CH:20]=[C:19]([C:2]3[CH:7]=[CH:6][C:5]([CH2:8][C:9]#[N:10])=[CH:4][CH:3]=3)[CH:28]=2)[CH:23]=[CH:24][CH:25]=1 |f:2.3.4,6.7.8.9.10|. Procedure: A solution of 2-(4-bromophenyl)acetonitrile (2.55 mmol) in 1,4-dioxane (5 mL) was treated with 7-(4,4,5,5-tetramethyl-1,3,2-dioxaborolan-2-yl)quinoline (2.64 mmol), PdCl2(dppf)-CH2Cl2 adduct (0.083 mmol), and 2M aq potassium carbonate (5.10 mmol). The reaction vessel was purged with nitrogen and sealed, and the mixture irradiated in a Biotage Initiator Microwave at 120° C. for 20 min. The resulting black mixture was diluted with water (100 mL) and extracted three times with dichloromethane. The ...